This data is from the Open Reaction Database (ORD), a public repository of structured organic reaction records. The task is: describe an organic reaction: reactants, conditions, products, and yield Starting materials: CC(C)(C)OC(=O)CN1CCN(CC(=O)OC(C)(C)C)C1=O, CCO, [K+], [OH-], O. Product: CC(C)(C)OC(=O)CN1CCN(CC(=O)O)C1=O. Reaction SMILES: [C:1]([CH3:2])([CH3:3])([CH3:4])[O:5][C:6](=[O:7])[CH2:8][N:9]1[C:10](=[O:22])[N:11]([CH2:14][C:15](=[O:16])[O:17][C:18]([CH3:19])([CH3:20])[CH3:21])[CH2:12][CH2:13]1.[CH3:25][CH2:26][OH:27].[K+:24].[OH-:23].[OH2:28]>>[O:5]=[C:6]([OH:7])[CH2:8][N:9]1[C:10](=[O:22])[N:11]([CH2:14][C:15](=[O:16])[O:17][C:18]([CH3:19])([CH3:20])[CH3:21])[CH2:12][CH2:13]1. Reactants: C(C1=CC=CC=C1)(=O)Cl (benzoyl chloride), C(C(C)(C)C)OC1CCC(N1)=O (5-neopentyloxy pyrrolidin-2-one), C[Si](C)(C)[N-][Si](C)(C)C.[Na+] (sodium bis trimethylsilylamide). Run in C(C)OCC (ethyl ether), C(C)OCC (ethyl ether), C(C)OCC (ethyl ether). Run at temperature 0 celsius, time 30 minute. Yields the product C(C1=CC=CC=C1)(=O)N1C(CCC1OCC(C)(C)C)=O (1-benzoyl 5-neopentyloxy pyrrolidin-2-one). Isolated yield 41.0%. As a reaction SMILES: [CH2:1]([O:6][CH:7]1[NH:11][C:10](=[O:12])[CH2:9][CH2:8]1)[C:2]([CH3:5])([CH3:4])[CH3:3].C[Si]([N-][Si](C)(C)C)(C)C.[Na+].[C:23](Cl)(=[O:30])[C:24]1[CH:29]=[CH:28][CH:27]=[CH:26][CH:25]=1>C(OCC)C>[C:23]([N:11]1[CH:7]([O:6][CH2:1][C:2]([CH3:5])([CH3:4])[CH3:3])[CH2:8][CH2:9][C:10]1=[O:12])(=[O:30])[C:24]1[CH:29]=[CH:28][CH:27]=[CH:26][CH:25]=1 |f:1.2|. Procedure details: 2.2 g of 5-neopentyloxy pyrrolidin-2-one in 30 cm3 of ethyl ether is added at ambient temperature to a solution of 2.6 g of sodium bis trimethylsilylamide in 160 cm3 of ethyl ether. After 30 minutes, the solution is cooled to 0° C. and 1.89 g of benzoyl chloride diluted with 20 cm3 of ethyl ether is added. After leaving the solution for 30 minutes at 0° C. then allowing to return to ambient temperature, and concentrating to dryness under reduced pressure, the residue is chromatographed on silica... Starting materials: Cc1c(Cl)cnn(C(C)(C)C)c1=O, CN(C)C=O, OCc1ccc(F)cc1, [H-], [Na+], O. The product is Cc1c(OCc2ccc(F)cc2)cnn(C(C)(C)C)c1=O. As a reaction SMILES: [C:12]([CH3:13])([CH3:14])([CH3:15])[n:16]1[n:17][cH:18][c:19]([Cl:24])[c:20]([CH3:23])[c:21]1=[O:22].[CH3:26][N:27]([CH3:28])[CH:29]=[O:30].[F:1][c:2]1[cH:3][cH:4][c:5]([CH2:6][OH:7])[cH:8][cH:9]1.[H-:10].[Na+:11].[OH2:25]>>[F:1][c:2]1[cH:3][cH:4][c:5]([CH2:6][O:7][c:19]2[cH:18][n:17][n:16]([C:12]([CH3:13])([CH3:14])[CH3:15])[c:21](=[O:22])[c:20]2[CH3:23])[cH:8][cH:9]1. The product is Cc1ccccc1-c1cc(F)c(F)c2c1OC(CN=[N+]=[N-])C2. RXN SMILES: [CH3:1][c:2]1[cH:3][cH:4][c:5]([S:6]([O:7][CH2:12][CH:13]2[O:14][c:15]3[c:16]([c:18]([F:30])[c:19]([F:29])[cH:20][c:21]3-[c:22]3[c:23]([CH3:28])[cH:24][cH:25][cH:26][cH:27]3)[CH2:17]2)(=[O:8])=[O:9])[cH:10][cH:11]1.[N-:32]=[N+:33]=[N-:34].[Na+:31]>>[CH2:12]([CH:13]1[O:14][c:15]2[c:16]([c:18]([F:30])[c:19]([F:29])[cH:20][c:21]2-[c:22]2[c:23]([CH3:28])[cH:24][cH:25][cH:26][cH:27]2)[CH2:17]1)[N:32]=[N+:33]=[N-:34]. Reactants: Cc1ccc(S(=O)(=O)OCC2Cc3c(F)c(F)cc(-c4ccccc4C)c3O2)cc1, [N-]=[N+]=[N-], [Na+]. The reactants are [Cl-].[NH4+] (ammonium chloride), ClC(C(=O)OC)=O (Methyl chlorooxoacetate), NC1=NC=C(C=C1)Cl (2-amino-5-chloropyridine), C(O)([O-])=O.[Na+] (sodium hydrogencarbonate). Solvent: O (water), C(C)OCC (diethyl ether), O1CCCC1 (tetrahydrofuran). Conditions: time 2 hour. The product is ClC=1C=CC(=NC1)NC(C(=O)OC)=O (methyl 2-[(5-chloropyridin-2-yl)amino]-2-oxoacetate). As a reaction SMILES: Cl[C:2](=[O:7])[C:3]([O:5][CH3:6])=[O:4].[NH2:8][C:9]1[CH:14]=[CH:13][C:12]([Cl:15])=[CH:11][N:10]=1.C(=O)([O-])O.[Na+].[Cl-].[NH4+]>O1CCCC1.O.C(OCC)C>[Cl:15][C:12]1[CH:13]=[CH:14][C:9]([NH:8][C:2](=[O:7])[C:3]([O:5][CH3:6])=[O:4])=[N:10][CH:11]=1 |f:2.3,4.5|. Reported procedure: Methyl chlorooxoacetate (78.7 ml) was added dropwise to a suspension of 2-amino-5-chloropyridine (100 g) and sodium hydrogencarbonate (78.4 g) in tetrahydrofuran (2000 ml) at 0° C., and the mixture was stirred at room temperature for 2 hours. After the reaction mixture was added to a mixture of diethyl ether (2000 ml), ammonium chloride (62.4 g) and water (1000 ml), liquid separation was performed. The resultant water layer was extracted with methylene chloride. Organic layers were combined and ... Starting materials: CC1=NC2=CC=C(C=C2C=C1)C (2,6-Dimethylquinoline), COS(=O)(=O)OC (dimethylsulphate). Yields the product COS(=O)(=O)[O-].C[N+]1=C(C=CC2=CC(=CC=C12)C)C (1,2,6-Trimethyl quinolinium methyl sulphate). Isolated yield 190.0%. Reaction SMILES: [CH3:1][C:2]1[CH:11]=[CH:10][C:9]2[C:4](=[CH:5][CH:6]=[C:7]([CH3:12])[CH:8]=2)[N:3]=1.[CH3:13][O:14][S:15]([O:18]C)(=[O:17])=[O:16]>>[CH3:13][O:14][S:15]([O-:18])(=[O:17])=[O:16].[CH3:13][N+:3]1[C:4]2[C:9](=[CH:8][C:7]([CH3:12])=[CH:6][CH:5]=2)[CH:10]=[CH:11][C:2]=1[CH3:1] |f:2.3|. Reported procedure: 2,6-Dimethylquinoline (4.78 g, 30 mmol) was alkylated with dimethylsulphate (3.78 g, 30 mmol) as above to give the title compound (7.9 g, 28.5 mmol, 95%).